From a dataset of the Open Reaction Database (ORD), a public repository of structured organic reaction records. describe an organic reaction: reactants, conditions, products, and yield Starting materials: O=C(O)c1cccc(B(O)O)c1, COc1ccc(B(O)O)cn1, COc1nc(Cl)cc(NCCc2ccc(Cl)cc2Cl)n1, COc1ccc(CCNc2cc(Cl)nc(OC)n2)cc1. The product is COc1nc(NCCc2ccc(Cl)cc2Cl)cc(-c2cccc(C(=O)O)c2)n1. Reaction SMILES: [C:1](=[O:2])([OH:3])[c:4]1[cH:5][c:6]([B:10]([OH:11])[OH:12])[cH:7][cH:8][cH:9]1.[CH3:13][O:14][c:15]1[cH:16][cH:17][c:18]([B:19]([OH:20])[OH:21])[cH:22][n:23]1.[Cl:24][c:25]1[cH:26][c:27]([NH:33][CH2:34][CH2:35][c:36]2[c:37]([Cl:43])[cH:38][c:39]([Cl:42])[cH:40][cH:41]2)[n:28][c:29]([O:31][CH3:32])[n:30]1.[Cl:44][c:45]1[n:46][c:47]([O:48][CH3:49])[n:50][c:51]([NH:52][CH2:53][CH2:54][c:55]2[cH:56][cH:57][c:58]([O:59][CH3:60])[cH:61][cH:62]2)[cH:63]1>>[C:1](=[O:2])([OH:3])[c:4]1[cH:5][c:6](-[c:25]2[cH:26][c:27]([NH:33][CH2:34][CH2:35][c:36]3[c:37]([Cl:43])[cH:38][c:39]([Cl:42])[cH:40][cH:41]3)[n:28][c:29]([O:31][CH3:32])[n:30]2)[cH:7][cH:8][cH:9]1.